From a dataset of the Open Reaction Database (ORD), a public repository of structured organic reaction records. describe an organic reaction: reactants, conditions, products, and yield Starting materials: Cl[Si](C=C[Si](C)(C)Cl)(C)C (1,2-bis(chlorodimethylsilyl)ethene), ClC(C[SiH2]C=C[SiH2]CC(Cl)Cl)Cl (1,2-bis(dichloroethylsilyl)ethene). The product is ClC(C[SiH2]CC[SiH2]CC(Cl)Cl)Cl (1,2-bis(dichloroethylsilyl)ethane). Reaction SMILES: Cl[Si](C)(C)C=C[Si](Cl)(C)C.[Cl:11][CH:12]([Cl:22])[CH2:13][SiH2:14][CH:15]=[CH:16][SiH2:17][CH2:18][CH:19]([Cl:21])[Cl:20]>>[Cl:21][CH:19]([Cl:20])[CH2:18][SiH2:17][CH2:16][CH2:15][SiH2:14][CH2:13][CH:12]([Cl:11])[Cl:22]. Procedure details: Example 1 was repeated with the modification that, instead of 300.0 g (1.41 mol) of 1,2-bis(chlorodimethylsilyl)ethene, 300.0 g (1.06 mol) of 1,2-bis(dichloroethylsilyl)ethene were used. The results are summarized in Table 1.